This data is from the Open Reaction Database (ORD), a public repository of structured organic reaction records. The task is: describe an organic reaction: reactants, conditions, products, and yield Starting materials: CCN1CCN(C(=O)c2cncc(Br)c2)CC1, COc1ccc(CN(Cc2ccc(OC)cc2)c2ncc(-c3nc(N4CCOCC4)nc4c3CCN4)cn2)cc1, CCN1CCN(C(=O)c2cncc(N3CCc4c(-c5cnc(N(Cc6ccc(OC)cc6)Cc6ccc(OC)cc6)nc5)nc(N5CCOCC5)nc43)c2)CC1. Product: CCN1CCN(C(=O)c2cncc(N3CCc4c(-c5cnc(N)nc5)nc(N5CCOCC5)nc43)c2)CC1. Reaction SMILES: [Br:41][c:42]1[cH:43][c:44]([C:45]([N:46]2[CH2:47][CH2:48][N:49]([CH2:50][CH3:51])[CH2:52][CH2:53]2)=[O:54])[cH:55][n:56][cH:57]1.[CH3:1][O:2][c:3]1[cH:4][cH:5][c:6]([CH2:7][N:8]([CH2:9][c:10]2[cH:11][cH:12][c:13]([O:14][CH3:15])[cH:16][cH:17]2)[c:18]2[n:19][cH:20][c:21](-[c:22]3[c:23]4[c:27]([n:28][c:29]([N:30]5[CH2:31][CH2:32][O:33][CH2:34][CH2:35]5)[n:36]3)[NH:26][CH2:25][CH2:24]4)[cH:37][n:38]2)[cH:39][cH:40]1.[CH3:58][O:59][c:60]1[cH:61][cH:62][c:63]([CH2:64][N:65]([c:66]2[n:67][cH:68][c:69](-[c:72]3[c:73]4[c:74]([n:75][c:76]([N:78]5[CH2:79][CH2:80][O:81][CH2:82][CH2:83]5)[n:77]3)[N:84]([c:87]3[cH:88][c:89]([C:93](=[O:94])[N:95]5[CH2:96][CH2:97][N:98]([CH2:101][CH3:102])[CH2:99][CH2:100]5)[cH:90][n:91][cH:92]3)[CH2:85][CH2:86]4)[cH:70][n:71]2)[CH2:103][c:104]2[cH:105][cH:106][c:107]([O:108][CH3:109])[cH:110][cH:111]2)[cH:112][cH:113]1>>[NH2:65][c:66]1[n:67][cH:68][c:69](-[c:72]2[c:73]3[c:74]([n:75][c:76]([N:78]4[CH2:79][CH2:80][O:81][CH2:82][CH2:83]4)[n:77]2)[N:84]([c:87]2[cH:88][c:89]([C:93](=[O:94])[N:95]4[CH2:96][CH2:97][N:98]([CH2:101][CH3:102])[CH2:99][CH2:100]4)[cH:90][n:91][cH:92]2)[CH2:85][CH2:86]3)[cH:70][n:71]1. Reactants: C(OC1=CC=CC=C1)(=O)Cl (phenyl chlorocarbonate), aqueous solution, C([O-])([O-])=O.[K+].[K+] (potassium carbonate), C(C(=O)O)(=O)O.C(C)(C)(C)C(=O)CN1C([C@@H](CN(C2=C1C=CC=C2)C2CCCCC2)N)=O ((R)-(−)-1-tert-butylcarbonylmethyl-2-oxo-3-amino-5-cyclohexyl-1,3,4,5-tetrahydro-2H-1,5-benzodiazepine oxalate). Run in C(C)(=O)OCC (ethyl acetate). Run at time 30 minute. Yields the product C(C)(C)(C)C(=O)CN1C([C@@H](CN(C2=C1C=CC=C2)C2CCCCC2)NC(=O)OC2=CC=CC=C2)=O ((R)-(−)-1-tert-butylcarbonylmethyl-2-oxo-3-phenoxycarbonylamino-5-cyclohexyl-1,3,4,5-tetrahydro-2H-1,5-benzodiazepine). The yield is 96.8%. Reaction SMILES: C(O)(=O)C(O)=O.[C:7]([C:11]([CH2:13][N:14]1[C:20]2[CH:21]=[CH:22][CH:23]=[CH:24][C:19]=2[N:18]([CH:25]2[CH2:30][CH2:29][CH2:28][CH2:27][CH2:26]2)[CH2:17][C@@H:16]([NH2:31])[C:15]1=[O:32])=[O:12])([CH3:10])([CH3:9])[CH3:8].C(=O)([O-])[O-].[K+].[K+].[C:39](Cl)(=[O:47])[O:40][C:41]1[CH:46]=[CH:45][CH:44]=[CH:43][CH:42]=1>C(OCC)(=O)C>[C:7]([C:11]([CH2:13][N:14]1[C:20]2[CH:21]=[CH:22][CH:23]=[CH:24][C:19]=2[N:18]([CH:25]2[CH2:30][CH2:29][CH2:28][CH2:27][CH2:26]2)[CH2:17][C@@H:16]([NH:31][C:39]([O:40][C:41]2[CH:46]=[CH:45][CH:44]=[CH:43][CH:42]=2)=[O:47])[C:15]1=[O:32])=[O:12])([CH3:10])([CH3:8])[CH3:9] |f:0.1,2.3.4|. Reported procedure: To a suspension of 8.9 g of (R)-(−)-1-tert-butylcarbonylmethyl-2-oxo-3-amino-5-cyclohexyl-1,3,4,5-tetrahydro-2H-1,5-benzodiazepine oxalate in 45 ml of ethyl acetate was added 45 ml of an aqueous solution of 8.25 g of potassium carbonate under ice cooling. The mixture was stirred at the same temperature for 30 minutes. After addition of 3.12 g of phenyl chlorocarbonate under ice cooling, the mixture was stirred for 5 minutes under ice cooling and then at room temperature for 30 minutes. The react... Reactants: N(=[N+]=[N-])C(CN(C(OCC1=CC=CC=C1)=O)CC1=C(C=CC(=C1)C(F)(F)F)C1=C(C=CC(=C1)C(C)C)OC)C1=CC=C(C=C1)Cl (benzyl [2-azido-2-(4-chlorophenyl)ethyl]{[5′-isopropyl-2′-methoxy-4-(trifluoromethyl)biphenyl-2-yl]methyl}carbamate). The reagents and catalysts are O=[Pt]=O (PtO2). Run in C1CCOC1 (THF). Reaction conditions: time 1 hour. Product: NC(CN(C(OCC1=CC=CC=C1)=O)CC1=C(C=CC(=C1)C(F)(F)F)C1=C(C=CC(=C1)C(C)C)OC)C1=CC=C(C=C1)Cl (benzyl [2-amino-2-(4-chlorophenyl)ethyl]{[5′-isopropyl-2′-methoxy-4-(trifluoromethyl)biphenyl-2-yl]methyl}carbamate). Reaction SMILES: [N:1]([CH:4]([C:39]1[CH:44]=[CH:43][C:42]([Cl:45])=[CH:41][CH:40]=1)[CH2:5][N:6]([CH2:17][C:18]1[CH:23]=[C:22]([C:24]([F:27])([F:26])[F:25])[CH:21]=[CH:20][C:19]=1[C:28]1[CH:33]=[C:32]([CH:34]([CH3:36])[CH3:35])[CH:31]=[CH:30][C:29]=1[O:37][CH3:38])[C:7](=[O:16])[O:8][CH2:9][C:10]1[CH:15]=[CH:14][CH:13]=[CH:12][CH:11]=1)=[N+]=[N-]>C1COCC1.O=[Pt]=O>[NH2:1][CH:4]([C:39]1[CH:40]=[CH:41][C:42]([Cl:45])=[CH:43][CH:44]=1)[CH2:5][N:6]([CH2:17][C:18]1[CH:23]=[C:22]([C:24]([F:26])([F:27])[F:25])[CH:21]=[CH:20][C:19]=1[C:28]1[CH:33]=[C:32]([CH:34]([CH3:36])[CH3:35])[CH:31]=[CH:30][C:29]=1[O:37][CH3:38])[C:7](=[O:16])[O:8][CH2:9][C:10]1[CH:15]=[CH:14][CH:13]=[CH:12][CH:11]=1. Procedure details: To a solution of benzyl [2-azido-2-(4-chlorophenyl)ethyl]{[5′-isopropyl-2′-methoxy-4-(trifluoromethyl)biphenyl-2-yl]methyl}carbamate (30 mg, 0.05 mmol) in THF (1 mL) was added PtO2 (8 mg) and the reaction was stirred at room temperature under hydrogen for 1 hour. The catalyst was removed by filtration through a plug of Celite with 100% EtOAc and the filtrate was concentrated to afford crude benzyl [2-amino-2-(4-chlorophenyl)ethyl]{[5′-isopropyl-2′-methoxy-4-(trifluoromethyl)biphenyl-2-yl]methyl}... Starting materials: C1CCOC1, CO, [Li+], [OH-], O, O, COC(=O)c1cc(OCc2ccccc2)cc(OC2CCOCC2)c1. Yields the product O=C(O)c1cc(OCc2ccccc2)cc(OC2CCOCC2)c1. As a reaction SMILES: [CH2:31]1[O:32][CH2:33][CH2:34][CH2:35]1.[CH3:26][OH:27].[Li+:30].[OH-:29].[OH2:28].[OH2:36].[c:1]1([CH2:7][O:8][c:9]2[cH:10][c:11]([C:12](=[O:13])[O:14][CH3:15])[cH:16][c:17]([O:19][CH:20]3[CH2:21][CH2:22][O:23][CH2:24][CH2:25]3)[cH:18]2)[cH:2][cH:3][cH:4][cH:5][cH:6]1>>[c:1]1([CH2:7][O:8][c:9]2[cH:10][c:11]([C:12](=[O:13])[OH:14])[cH:16][c:17]([O:19][CH:20]3[CH2:21][CH2:22][O:23][CH2:24][CH2:25]3)[cH:18]2)[cH:2][cH:3][cH:4][cH:5][cH:6]1. The reactants are COC(=O)c1cc2cc(N)ccc2n1C, O=C(O)c1ccc(-c2ccccc2)o1. Yields the product COC(=O)c1cc2cc(NC(=O)c3ccc(-c4ccccc4)o3)ccc2n1C. RXN SMILES: [CH3:15][O:16][C:17](=[O:18])[c:19]1[n:20]([CH3:29])[c:21]2[cH:22][cH:23][c:24]([NH2:28])[cH:25][c:26]2[cH:27]1.[c:1]1(-[c:7]2[cH:8][cH:9][c:10]([C:12](=[O:13])[OH:14])[o:11]2)[cH:2][cH:3][cH:4][cH:5][cH:6]1>>[c:1]1(-[c:7]2[cH:8][cH:9][c:10]([C:12](=[O:14])[NH:28][c:24]3[cH:23][cH:22][c:21]4[n:20]([CH3:29])[c:19]([C:17]([O:16][CH3:15])=[O:18])[cH:27][c:26]4[cH:25]3)[o:11]2)[cH:2][cH:3][cH:4][cH:5][cH:6]1. Starting materials: C(C)(C)(C)OC(=O)N1CCC(CC1)C(N(C)OC)=O (4-(methoxy-methyl-carbamoyl)-piperidine-1-carboxylic acid tert-butyl ester), COC1=C(C=C(C=C1)[Mg]Br)C ((4-methoxy-3-methylphenyl)magnesium bromide). Solvent: [NH4+].[Cl-] (NH4Cl). Run at time 1.5 hour. Yields the product C(C)(C)(C)OC(=O)N1CCC(CC1)C(C1=CC(=C(C=C1)OC)C)=O (4-(4-Methoxy-3-methyl-benzoyl)-piperidine-1-carboxylic acid tert-butyl ester). The yield is 51.0%. As a reaction SMILES: [C:1]([O:5][C:6]([N:8]1[CH2:13][CH2:12][CH:11]([C:14](=[O:19])N(OC)C)[CH2:10][CH2:9]1)=[O:7])([CH3:4])([CH3:3])[CH3:2].[CH3:20][O:21][C:22]1[CH:27]=[CH:26][C:25]([Mg]Br)=[CH:24][C:23]=1[CH3:30]>[NH4+].[Cl-]>[C:1]([O:5][C:6]([N:8]1[CH2:9][CH2:10][CH:11]([C:14](=[O:19])[C:25]2[CH:26]=[CH:27][C:22]([O:21][CH3:20])=[C:23]([CH3:30])[CH:24]=2)[CH2:12][CH2:13]1)=[O:7])([CH3:2])([CH3:3])[CH3:4] |f:2.3|. Procedure: A solution of 4-(methoxy-methyl-carbamoyl)-piperidine-1-carboxylic acid tert-butyl ester (3.0 g, 11.02 mmol in 30 mL THF) was cooled to 0° C., then (4-methoxy-3-methylphenyl)magnesium bromide was added dropwise via a syringe under N2 and the reaction mixture was stirred at the same temperature for 1.5 h, then gradually warmed up to room temperature over 1 h when the reaction was judged complete by LCMS. 40 mL of saturated aqueous NH4Cl was added slowly then the aqueous solution was extracted wit... The reactants are BrCCCCCCCCCCCC (1-bromododecane), BrCCCCCCCCCCCC (1-bromododecane), CC=1NC=CN1 (2-methylimidazole), [OH-].[K+] (potassium hydroxide). Run in C1(=CC=CC=C1)C (toluene). Reaction conditions: temperature 60 celsius. Yields the product C(CCCCCCCCCCC)N1C(=NC=C1)C (N-dodecyl-2-methylimidazole), BrCCCCCCCCCCCC (1-bromododecane). Reaction SMILES: [CH3:1][C:2]1[NH:3][CH:4]=[CH:5][N:6]=1.[OH-].[K+].[Br:9][CH2:10][CH2:11][CH2:12][CH2:13][CH2:14][CH2:15][CH2:16][CH2:17][CH2:18][CH2:19][CH2:20][CH3:21]>C1(C)C=CC=CC=1>[CH2:21]([N:3]1[CH:4]=[CH:5][N:6]=[C:2]1[CH3:1])[CH2:20][CH2:19][CH2:18][CH2:17][CH2:16][CH2:15][CH2:14][CH2:13][CH2:12][CH2:11][CH3:10].[Br:9][CH2:10][CH2:11][CH2:12][CH2:13][CH2:14][CH2:15][CH2:16][CH2:17][CH2:18][CH2:19][CH2:20][CH3:21] |f:1.2|. Procedure: After the reaction is completed, the reaction mixture contains a solution comprised of the 1-alkylimidazole and inorganic materials dissolved in the non-reactive aromatic solvent. The dissolved inorganic materials are unreacted base and inorganic salts which would be expected to form in the alkylation reaction. In addition, substantial amounts of insoluble unreacted base and inorganic salt are dispersed in the solution. For example, if imidazole is alkylated with 1-bromobutane in the presence of... As a reaction SMILES: [C:1]([O:5][C:6]([N:8]1[CH2:13][CH2:12][N:11]([C:14]([C:16]2[N:24]3[C:19]([CH:20]=[CH:21][CH:22]=[CH:23]3)=[C:18]([C:25]3[CH:30]=[CH:29][CH:28]=[CH:27][CH:26]=3)[C:17]=2[CH2:31][C:32]2[CH:37]=[CH:36][CH:35]=[C:34]([F:38])[C:33]=2[CH3:39])=[O:15])[CH2:10][C@@H:9]1[CH2:40][C:41](O)=[O:42])=[O:7])([CH3:4])([CH3:3])[CH3:2].[NH2:44][CH2:45][C:46]([CH3:51])([CH3:50])[C:47]([NH2:49])=[O:48].CN(C(ON1N=NC2C=CC=CC1=2)=[N+](C)C)C.[B-](F)(F)(F)F.CC(=O)OCC>C(Cl)Cl>[C:1]([O:5][C:6]([N:8]1[CH2:13][CH2:12][N:11]([C:14]([C:16]2[N:24]3[C:19]([CH:20]=[CH:21][CH:22]=[CH:23]3)=[C:18]([C:25]3[CH:26]=[CH:27][CH:28]=[CH:29][CH:30]=3)[C:17]=2[CH2:31][C:32]2[CH:37]=[CH:36][CH:35]=[C:34]([F:38])[C:33]=2[CH3:39])=[O:15])[CH2:10][C@@H:9]1[CH2:40][C:41](=[O:42])[NH:44][CH2:45][C:46]([C:47](=[O:48])[NH2:49])([CH3:51])[CH3:50])=[O:7])([CH3:3])([CH3:4])[CH3:2] |f:2.3|. Yields the product C(C)(C)(C)OC(=O)N1[C@H](CN(CC1)C(=O)C1=C(C(=C2C=CC=CN12)C1=CC=CC=C1)CC1=C(C(=CC=C1)F)C)CC(NCC(C)(C)C(N)=O)=O ((S)-2-[(2-Carbamoyl-2-methyl-propylcarbamoyl)-methyl]-4-[2-(3-fluoro-2-methyl-benzyl)-1-phenyl-indolizine-3-carbonyl]-piperazine-1-carboxylic acid tert-butyl ester). Starting materials: CC(OCC)=O (EA), NCC(C(=O)N)(C)C (3-Amino-2,2-dimethyl-propionamide), CN(C)C(=[N+](C)C)ON1C2=C(C=CC=C2)N=N1.[B-](F)(F)(F)F (TBTU), C(C)(C)(C)OC(=O)N1[C@H](CN(CC1)C(=O)C1=C(C(=C2C=CC=CN12)C1=CC=CC=C1)CC1=C(C(=CC=C1)F)C)CC(=O)O ({(S)-1-tert-Butoxycarbonyl-4-[2-(3-fluoro-2-methyl-benzyl)-1-phenyl-indolizine-3-carbonyl]-piperazin-2-yl}-acetic acid). Procedure details: The compound of step 5 (0.176 g, 0.30 mmol) was dissolved in 2.5 ml of anhydrous DCM at 0° C. 3-Amino-2,2-dimethyl-propionamide (0.044 g, 0.38 mmol), EDIA (0.13 ml, 0.75 mmol) and TBTU (0.120 g, 0.38 mmol) were added and the solution was stirred at room temperature for 60 h. EA (15 ml) was then added and the solution was washed with water, 1 N hydrochloric acid, a saturated solution of sodium hydrogencarbonate and brine. The organic phase was dried over magnesium sulfate, filtered and evaporated... Reaction conditions: time 60 hour. The yield is 91.6%. Run in C(Cl)Cl (DCM). Reactants: ice water, ClCC(=O)NCC1N(CCCC1)C(=O)OC(C)(C)C (tert-butyl 2-((2-chloroacetamido)methyl)piperidine-1-carboxylate), O=P(Cl)(Cl)Cl (POCl3), NC1=C(C(=O)O)C=CC(=C1)Br (2-amino-4-bromobenzoic acid). RXN SMILES: [Cl:1][CH2:2][C:3]([NH:5][CH2:6][CH:7]1[CH2:12][CH2:11][CH2:10][CH2:9][N:8]1C(OC(C)(C)C)=O)=O.O=P(Cl)(Cl)Cl.[NH2:25][C:26]1[CH:34]=[C:33]([Br:35])[CH:32]=[CH:31][C:27]=1[C:28]([OH:30])=O>>[Br:35][C:33]1[CH:34]=[C:26]2[C:27]([C:28](=[O:30])[N:5]([CH2:6][CH:7]3[CH2:12][CH2:11][CH2:10][CH2:9][NH:8]3)[C:3]([CH2:2][Cl:1])=[N:25]2)=[CH:31][CH:32]=1. Procedure: A solution of tert-butyl 2-((2-chloroacetamido)methyl)piperidine-1-carboxylate (590 mg, 2.02 mmol) and POCl3 (5 mL) was stirred at room temperature for 30 min. Then 2-amino-4-bromobenzoic acid (442 mg, 1.94 mmol) was added to the mixture and stirred for another 20 min. After warming slowly to 100° C., the mixture was maintained at 100° C. for 1.5 h. Then the reaction mixture was poured into ice water, adjusted pH to 8 and extracted with ethyl acetate (3×100 mL). The combined organic layers were ... Yields the product BrC1=CC=C2C(N(C(=NC2=C1)CCl)CC1NCCCC1)=O (7-bromo-2-(chloromethyl)-3-(piperidin-2-ylmethyl)quinazolin-4(3H)-one). Conditions: temperature 100 celsius, time 20 minute.